From a dataset of the Open Reaction Database (ORD), a public repository of structured organic reaction records. describe an organic reaction: reactants, conditions, products, and yield Starting materials: BrC=1C=C2C=3N(C(C(NC3C1)=O)=O)C(CC2)C(=O)O (9-bromo-5-carboxy-6,7-dihydro-1H, 5H-pyrido[1,2,3-de]quinoxaline-2,3-dione), C(C)OC(=O)C=1C=C(N)C=CC1 (m-ethoxycarbonylaniline). Product: BrC=1C=C2C=3N(C(C(NC3C1)=O)=O)C(CC2)C(NC2=CC(=CC=C2)C(=O)OCC)=O (9-bromo-5-(m-ethoxycarbonylphenylcarbamoyl)-6,7-dihydro-1H, 5H-pyrido[1,2,3-de]quinoxaline-2,3-dione). The yield is 94.4%. RXN SMILES: [Br:1][C:2]1[CH:3]=[C:4]2[CH2:16][CH2:15][CH:14]([C:17](O)=[O:18])[N:6]3[C:7](=[O:13])[C:8](=[O:12])[NH:9][C:10]([CH:11]=1)=[C:5]23.[CH2:20]([O:22][C:23]([C:25]1[CH:26]=[C:27]([CH:29]=[CH:30][CH:31]=1)[NH2:28])=[O:24])[CH3:21]>>[Br:1][C:2]1[CH:3]=[C:4]2[CH2:16][CH2:15][CH:14]([C:17](=[O:18])[NH:28][C:27]3[CH:29]=[CH:30][CH:31]=[C:25]([C:23]([O:22][CH2:20][CH3:21])=[O:24])[CH:26]=3)[N:6]3[C:7](=[O:13])[C:8](=[O:12])[NH:9][C:10]([CH:11]=1)=[C:5]23. Reported procedure: A procedure similar to that described in Example 5 was carried out with 9-bromo-5-carboxy-6,7-dihydro-1H, 5H-pyrido[1,2,3-de]quinoxaline-2,3-dione (300 mg, 0.92 mmol) and m-ethoxycarbonylaniline (200 mg, 1.2 mmol) to give 410 mg of the title compound (94%): mp 262°~265° C.; 1H NMR (270 MHz, DMSO-d6) δ12.2 (br, 1H), 10.60 (s, 1H), 8.23 (bs, 1H), 7.81 (d, 1H, J=8.0 Hz), 7.67 (d, 1H, J=8.0 Hz), 7.47 (t, 2H, J=8.0 Hz), 7.22 (bs, 1H), 7.19 (bs, 1H), 5.29~5.34 (m, 1H), 4.30 (q, 2H, J=7.1 Hz), 2.85 (dm... Reported procedure: To 5-(3-(4-methylpiperazin-1-yl)phenylamino)pyrazolo[1,5-a]pyrimidine-3-carbaldehyde (74 mg, 0.221 mmol) in EtOH was added hydantoin (22 mg, 0.221 mmol) and piperidine (22 μL, 0.221 mmol). The mixture was heated at 70° C. The solid formed was filtered off and the filtrate was prepared by HPLC to yield 5-((5-(3-(4-methylpiperazin-1-yl)phenylamino)pyrazolo[1,5-a]pyrimidin-3-yl)methylene)imidazolidine-2,4-dione. LCMS (M+1=419) Solvent: CCO (EtOH). Product: CN1CCN(CC1)C=1C=C(C=CC1)NC1=NC=2N(C=C1)N=CC2C=C2C(NC(N2)=O)=O (5-((5-(3-(4-methylpiperazin-1-yl)phenylamino)pyrazolo[1,5-a]pyrimidin-3-yl)methylene)imidazolidine-2,4-dione). As a reaction SMILES: [CH3:1][N:2]1[CH2:7][CH2:6][N:5]([C:8]2[CH:9]=[C:10]([NH:14][C:15]3[CH:20]=[CH:19][N:18]4[N:21]=[CH:22][C:23]([CH:24]=O)=[C:17]4[N:16]=3)[CH:11]=[CH:12][CH:13]=2)[CH2:4][CH2:3]1.[NH:26]1[CH2:32][C:30](=[O:31])[NH:29][C:27]1=[O:28].N1CCCCC1>CCO>[CH3:1][N:2]1[CH2:3][CH2:4][N:5]([C:8]2[CH:9]=[C:10]([NH:14][C:15]3[CH:20]=[CH:19][N:18]4[N:21]=[CH:22][C:23]([CH:24]=[C:32]5[NH:26][C:27](=[O:28])[NH:29][C:30]5=[O:31])=[C:17]4[N:16]=3)[CH:11]=[CH:12][CH:13]=2)[CH2:6][CH2:7]1. Reaction conditions: temperature 70 celsius. Reactants: CN1CCN(CC1)C=1C=C(C=CC1)NC1=NC=2N(C=C1)N=CC2C=O (5-(3-(4-methylpiperazin-1-yl)phenylamino)pyrazolo[1,5-a]pyrimidine-3-carbaldehyde), N1C(=O)NC(=O)C1 (hydantoin), N1CCCCC1 (piperidine). Yields the product C(C)OC(C(CC(C)C)C=1C=C(C=C(C1)C1NCCCC1)C1=CC=C(C=C1)C(F)(F)F)=O (4-Methyl-2-(5-piperidin-2-yl-4′-trifluoromethyl-biphenyl-3-yl)-pentanoic acid ethyl ester). Run in CO (MeOH). RXN SMILES: [CH2:1]([O:3][C:4](=[O:32])[CH:5]([C:10]1[CH:11]=[C:12]([C:22]2[CH:27]=[CH:26][C:25]([C:28]([F:31])([F:30])[F:29])=[CH:24][CH:23]=2)[CH:13]=[C:14]([C:16]2[CH:21]=[CH:20][CH:19]=[CH:18][N:17]=2)[CH:15]=1)[CH2:6][CH:7]([CH3:9])[CH3:8])[CH3:2].Cl.O1CCOCC1>CO.[Pt]=O>[CH2:1]([O:3][C:4](=[O:32])[CH:5]([C:10]1[CH:11]=[C:12]([C:22]2[CH:23]=[CH:24][C:25]([C:28]([F:29])([F:30])[F:31])=[CH:26][CH:27]=2)[CH:13]=[C:14]([CH:16]2[CH2:21][CH2:20][CH2:19][CH2:18][NH:17]2)[CH:15]=1)[CH2:6][CH:7]([CH3:9])[CH3:8])[CH3:2] |f:1.2|. The reactants are C(C)OC(C(CC(C)C)C=1C=C(C=C(C1)C1=NC=CC=C1)C1=CC=C(C=C1)C(F)(F)F)=O (4-Methyl-2-(5-pyridin-2-yl-4′-trifluoromethyl-biphenyl-3-yl)-pentanoic acid ethyl ester), compound 10a, Cl.O1CCOCC1 (HCl dioxane). The reagents and catalysts are [Pt]=O (platinum oxide). Procedure details: A solution of 4-Methyl-2-(5-pyridin-2-yl-4′-trifluoromethyl-biphenyl-3-yl)-pentanoic acid ethyl ester, compound 10a (30 mg, 0.068 mmol) in MeOH (2.3 mL), platinum oxide (1.55 mg, 0.007 mmol) and 4N HCl/dioxane (19 μl) was hydrogenated at 30 psi for 3 hours. The reaction mixture was filtered through celite, washed with MeOH and concentrated in vacuo. The residue was partitioned between dichloromethane and Na2CO3 to give the free base; (30 mg, 99%). Calculated for C26H32F3NO2 (M+H) 447.53, Found 4... Reactants: COC1=CC=C(CN2C(N3C(C4=C2SC=C4C=C)=NC=N3)=O)C=C1 (6-(4-Methoxybenzyl)-9-vinylthieno[3,2-e][1,2,4]triazolo[1,5-c]pyrimidin-5(6H)-one), I(=O)(=O)(=O)[O-].[Na+] (sodium periodate). The reagents and catalysts are [Os](=O)(=O)(=O)=O (osmium(VIII) oxide). Run in O1CCCC1 (tetrahydrofuran), O (water), O (water). Run at time 4 hour. Product: COC1=CC=C(CN2C(N3C(C4=C2SC=C4C=O)=NC=N3)=O)C=C1 (6-(4-methoxybenzyl)-5-oxo-5,6-dihydrothieno[3,2-e][1,2,4]triazolo[1,5-c]pyrimidine-9-carbaldehyde). Isolated yield 67.9%. Reaction SMILES: [CH3:1][O:2][C:3]1[CH:24]=[CH:23][C:6]([CH2:7][N:8]2[C:13]3[S:14][CH:15]=[C:16]([CH:17]=C)[C:12]=3[C:11]3=[N:19][CH:20]=[N:21][N:10]3[C:9]2=[O:22])=[CH:5][CH:4]=1.I([O-])(=O)(=O)=[O:26].[Na+]>O1CCCC1.O.[Os](=O)(=O)(=O)=O>[CH3:1][O:2][C:3]1[CH:4]=[CH:5][C:6]([CH2:7][N:8]2[C:13]3[S:14][CH:15]=[C:16]([CH:17]=[O:26])[C:12]=3[C:11]3=[N:19][CH:20]=[N:21][N:10]3[C:9]2=[O:22])=[CH:23][CH:24]=1 |f:1.2|. Procedure: 6-(4-Methoxybenzyl)-9-vinylthieno[3,2-e][1,2,4]triazolo[1,5-c]pyrimidin-5(6H)-one (850 mg, 2.51 mmol) was suspended in tetrahydrofuran (17 ml) and heated with a heat gun to effect dissolution. Similarly sodium periodate (1.24 g, 5.78 mmol) was heated in water (8.5 ml) to effect dissolution. The above solutions were combined with vigorous stifling. While the stirred mixture was at 40° C., osmium(VIII) oxide (737 μl, 2.50% w/w, 0.08 mmol) was added and the mixture was stirred vigorously for 4 hour... Reactants: CC1NCCC2=CC=CC=C12 (1-methyl-1,2,3,4-tetrahydroisoquinoline), ClC1=NC(=C(C(=N1)Cl)C)CC (2,4-dichloro-5-methyl-6-ethylpyrimidine). Product: CC=1C(=NC(=NC1CC)Cl)N1CC2=CC=CC=C2CC1 (5-Methyl-6-ethyl-4-(1,2,3,4-tetrahydroisoquinolin-2-yl)-2-chloropyrimidine). Yield: 56.7%. Reaction SMILES: C[CH:2]1[C:11]2[C:6](=[CH:7][CH:8]=[CH:9][CH:10]=2)[CH2:5][CH2:4][NH:3]1.[Cl:12][C:13]1[N:18]=[C:17](Cl)[C:16]([CH3:20])=[C:15]([CH2:21][CH3:22])[N:14]=1>>[CH3:20][C:16]1[C:17]([N:3]2[CH2:4][CH2:5][C:6]3[C:11](=[CH:10][CH:9]=[CH:8][CH:7]=3)[CH2:2]2)=[N:18][C:13]([Cl:12])=[N:14][C:15]=1[CH2:21][CH3:22]. Reported procedure: In accordance with the same procedure as in Step 1 of Example 1, except that 1-methyl-1,2,3,4-tetrahydroisoquinoline (2.3 g, 15.6 mmol) and 2,4-dichloro-5-methyl-6-ethylpyrimidine (2.7 g, 14.1 mmol) prepared in Preparation 4 were used as starting materials, 2.3 g of the titled compound was prepared. (Yield: 54%)